This data is from the Open Reaction Database (ORD), a public repository of structured organic reaction records. The task is: describe an organic reaction: reactants, conditions, products, and yield Reactants: 50, [OH-].[Na+] (sodium hydroxide), CC(=C)C1=CC=CC=C1 (α-methylstyrene), [N+](=O)([O-])C1=C(N)C=CC=C1 (o-nitroaniline), 13.4, Cl (hydrochloric acid). Reagents/catalysts: [Cl-].[Cl-].[Zn+2] (ZnCl2). Solvent: O (water). Yields the product CC(C1=CC=CC=C1)(C)C1=CC(=C(N)C=C1)[N+](=O)[O-] (4-(α,α-dimethylbenzyl)-2-nitroaniline). Reaction SMILES: [N+:1]([C:4]1[CH:10]=[CH:9][CH:8]=[CH:7][C:5]=1[NH2:6])([O-:3])=[O:2].Cl.[CH3:12][C:13]([C:15]1[CH:20]=[CH:19][CH:18]=[CH:17][CH:16]=1)=[CH2:14].[OH-].[Na+]>[Cl-].[Cl-].[Zn+2].O>[CH3:12][C:13]([C:9]1[CH:8]=[CH:7][C:5]([NH2:6])=[C:4]([N+:1]([O-:3])=[O:2])[CH:10]=1)([CH3:14])[C:15]1[CH:20]=[CH:19][CH:18]=[CH:17][CH:16]=1 |f:3.4,5.6.7|. Procedure details: 27.6 parts of o-nitroaniline are added to a solution of 13.4 parts of anhydrous ZnCl2 in 20.4 parts of 36% hydrochloric acid. The mixture, which has been heated to the reflux temperature, has added to it dropwise, with stirring, 23.6 parts of α-methylstyrene in the course of 1 hour. After two hours of stirring at the reflux temperature the hot reaction mixture is poured into a solution of 50 parts of sodium hydroxide in 100 parts of water. After 15 minutes of stirring the mixture is allowed to c... Starting materials: FCC(=O)C1=CC=CC=C1 (2-fluoroacetophenone), BrBr (bromine). The solvent is CCOCC (ether), C(Cl)(Cl)Cl (chloroform). The product is BrC(C(=O)C1=CC=CC=C1)F (α-bromo-2-fluoroacetophenone). Reaction SMILES: [F:1][CH2:2][C:3]([C:5]1[CH:10]=[CH:9][CH:8]=[CH:7][CH:6]=1)=[O:4].[Br:11]Br>CCOCC.C(Cl)(Cl)Cl>[Br:11][CH:2]([F:1])[C:3]([C:5]1[CH:10]=[CH:9][CH:8]=[CH:7][CH:6]=1)=[O:4]. Procedure: To a solution of 2.76 g of 2-fluoroacetophenone in 50 ml of ether is added dropwise over 30 minutes a solution of 3.2 g of bromine in 10 ml of chloroform. Evaporation of the reaction mixture under reduced pressure affords α-bromo-2-fluoroacetophenone. Starting materials: ( 0.5 ), BOC3(DTPA), solid, N([C@@H](CCCCN)C(=O)OC(C)(C)C)C(=O)OC(C)(C)C (BOC-Lys-OtBu), BOC3(DTPA), C1CCC(CC1)N=C=NC2CCCCC2 (DCC). The solvent is C(Cl)Cl (DCM), C(Cl)Cl (DCM). Reaction conditions: time 1 hour. The product is N[C@H](CCCCN)C(=O)O (D-Lysine). Reaction SMILES: C1CCC(N=C=NC2CCCCC2)CC1.[NH:16](C(OC(C)(C)C)=O)[C@H:17]([C:23]([O:25]C(C)(C)C)=[O:24])[CH2:18][CH2:19][CH2:20][CH2:21][NH2:22]>C(Cl)Cl>[NH2:16][C@@H:17]([C:23]([OH:25])=[O:24])[CH2:18][CH2:19][CH2:20][CH2:21][NH2:22]. Procedure: One half (0.5) mmol of BOC3(DTPA) was dissolved in 10 ml DCM. 0.6 mmol of DCC was dissolved in 5 ml DCM and added to the BOC3(DTPA) mixture. The reaction was carried out for 1 hour at room temperature. The white crystals that appeared in the mixture were filtered out. 0.5 mmol of solid BOC-Lys-OtBu was added to the reaction. The reaction was carried out for 20 hours at room temperature. The mixture was filtered and the DCM was evaporated. The product was washed several times with ethanol and air... Starting materials: O=[Ag], C=C1c2cc(Br)ccc2Oc2c1cc(Cl)nc2F, C1CCOC1, CCOC(C)=O, I, [K+], [K+], O=C([O-])[O-], O. The product is Fc1nc(Cl)cc2c1Oc1ccc(Br)cc1C21CO1. RXN SMILES: [Ag:38]=[O:39].[Br:1][c:2]1[cH:3][c:4]2[c:15]([cH:16][cH:17]1)[O:14][c:7]1[c:6]([cH:11][c:10]([Cl:12])[n:9][c:8]1[F:13])[C:5]2=[CH2:18].[CH2:27]1[O:28][CH2:29][CH2:30][CH2:31]1.[CH3:32][CH2:33][O:34][C:35]([CH3:36])=[O:37].[I:20].[K+:21].[K+:22].[O-:23][C:24]([O-:25])=[O:26].[OH2:19]>>[Br:1][c:2]1[cH:3][c:4]2[c:15]([cH:16][cH:17]1)[O:14][c:7]1[c:6]([cH:11][c:10]([Cl:12])[n:9][c:8]1[F:13])[C:5]21[CH2:18][O:23]1. The reactants are COc1ccc(CN2C(=O)OC(CNC(=O)c3ccc(F)cc3)(C(F)(F)F)c3cc(Br)ccc32)cc1, O=C([O-])[O-], CCOC(C)=O, [Cs+], [Cs+], O=C1CCCN1, C1COCCO1, O=C(C=Cc1ccccc1)C=Cc1ccccc1, O=C(C=Cc1ccccc1)C=Cc1ccccc1, O=C(C=Cc1ccccc1)C=Cc1ccccc1, [Pd], [Pd]. Product: COc1ccc(CN2C(=O)OC(CNC(=O)c3ccc(F)cc3)(C(F)(F)F)c3cc(N4CCCC4=O)ccc32)cc1. Reaction SMILES: [Br:1][c:2]1[cH:3][cH:4][c:5]2[c:6]([cH:36]1)[C:7]([C:21]([F:22])([F:23])[F:24])([CH2:25][NH:26][C:27]([c:28]1[cH:29][cH:30][c:31]([F:34])[cH:32][cH:33]1)=[O:35])[O:8][C:9](=[O:20])[N:10]2[CH2:11][c:12]1[cH:13][cH:14][c:15]([O:18][CH3:19])[cH:16][cH:17]1.[C:37](=[O:38])([O-:39])[O-:40].[CH3:55][CH2:56][O:57][C:58](=[O:59])[CH3:60].[Cs+:41].[Cs+:42].[NH:43]1[C:44](=[O:48])[CH2:45][CH2:46][CH2:47]1.[O:49]1[CH2:50][CH2:51][O:52][CH2:53][CH2:54]1.[O:63]=[C:64]([CH:65]=[CH:66][c:67]1[cH:68][cH:69][cH:70][cH:71][cH:72]1)[CH:73]=[CH:74][c:75]1[cH:76][cH:77][cH:78][cH:79][cH:80]1.[O:81]=[C:82]([CH:83]=[CH:84][c:85]1[cH:86][cH:87][cH:88][cH:89][cH:90]1)[CH:91]=[CH:92][c:93]1[cH:94][cH:95][cH:96][cH:97][cH:98]1.[O:99]=[C:100]([CH:101]=[CH:102][c:103]1[cH:104][cH:105][cH:106][cH:107][cH:108]1)[CH:109]=[CH:110][c:111]1[cH:112][cH:113][cH:114][cH:115][cH:116]1.[Pd:61].[Pd:62]>>[c:2]1([N:43]2[C:44](=[O:48])[CH2:45][CH2:46][CH2:47]2)[cH:3][cH:4][c:5]2[c:6]([cH:36]1)[C:7]([C:21]([F:22])([F:23])[F:24])([CH2:25][NH:26][C:27]([c:28]1[cH:29][cH:30][c:31]([F:34])[cH:32][cH:33]1)=[O:35])[O:8][C:9](=[O:20])[N:10]2[CH2:11][c:12]1[cH:13][cH:14][c:15]([O:18][CH3:19])[cH:16][cH:17]1. The reactants are CS(=O)(=O)Nc1ccc2c(c1)CCC1(CCN(C(=O)c3ccccc3)CC1)O2, CO, Cl. Yields the product Cl, CS(=O)(=O)Nc1ccc2c(c1)CCC1(CCNCC1)O2. RXN SMILES: [C:1](=[O:2])([c:3]1[cH:4][cH:5][cH:6][cH:7][cH:8]1)[N:9]1[CH2:10][CH2:11][C:12]2([O:13][c:14]3[c:15]([cH:18][c:19]([NH:22][S:23](=[O:24])(=[O:25])[CH3:26])[cH:20][cH:21]3)[CH2:16][CH2:17]2)[CH2:27][CH2:28]1.[CH3:30][OH:31].[ClH:29]>>[ClH:29].[NH:9]1[CH2:10][CH2:11][C:12]2([O:13][c:14]3[c:15]([cH:18][c:19]([NH:22][S:23](=[O:24])(=[O:25])[CH3:26])[cH:20][cH:21]3)[CH2:16][CH2:17]2)[CH2:27][CH2:28]1.